Dataset: the Open Reaction Database (ORD), a public repository of structured organic reaction records. Task: describe an organic reaction: reactants, conditions, products, and yield Starting materials: O=C([O-])[O-], CCOC(=O)CCCC(=O)c1ccc(CCCCCCBr)c(CCC(=O)OCC)c1, CCC(C)=O, [K+], [K+], CCCc1c(O)ccc2c1OCCC2=O. The product is CCCc1c(OCCCCCCc2ccc(C(=O)CCCC(=O)OCC)cc2CCC(=O)OCC)ccc2c1OCCC2=O. RXN SMILES: [C:46](=[O:47])([O-:48])[O-:49].[CH2:1]([CH3:2])[O:3][C:4]([CH2:5][CH2:6][CH2:7][C:8]([c:9]1[cH:10][c:11]([CH2:22][CH2:23][C:24](=[O:25])[O:26][CH2:27][CH3:28])[c:12]([CH2:15][CH2:16][CH2:17][CH2:18][CH2:19][CH2:20][Br:21])[cH:13][cH:14]1)=[O:29])=[O:30].[CH3:52][C:53](=[O:54])[CH2:55][CH3:56].[K+:50].[K+:51].[OH:31][c:32]1[c:33]([CH2:43][CH2:44][CH3:45])[c:34]2[c:35]([cH:41][cH:42]1)[C:36](=[O:40])[CH2:37][CH2:38][O:39]2>>[CH2:1]([CH3:2])[O:3][C:4]([CH2:5][CH2:6][CH2:7][C:8]([c:9]1[cH:10][c:11]([CH2:22][CH2:23][C:24](=[O:25])[O:26][CH2:27][CH3:28])[c:12]([CH2:15][CH2:16][CH2:17][CH2:18][CH2:19][CH2:20][O:31][c:32]2[c:33]([CH2:43][CH2:44][CH3:45])[c:34]3[c:35]([cH:41][cH:42]2)[C:36](=[O:40])[CH2:37][CH2:38][O:39]3)[cH:13][cH:14]1)=[O:29])=[O:30].